From a dataset of the Open Reaction Database (ORD), a public repository of structured organic reaction records. describe an organic reaction: reactants, conditions, products, and yield Reactants: CCNCc1ccccn1, CC(C)(C)c1ccc(S(=O)(=O)N(CC(=O)O)c2ccc(N)nc2)cc1. The product is CCN(Cc1ccccn1)C(=O)CN(c1ccc(N)nc1)S(=O)(=O)c1ccc(C(C)(C)C)cc1. Reaction SMILES: [CH2:26]([CH3:27])[NH:28][CH2:29][c:30]1[n:31][cH:32][cH:33][cH:34][cH:35]1.[NH2:1][c:2]1[cH:3][cH:4][c:5]([N:8]([S:9](=[O:10])(=[O:11])[c:12]2[cH:13][cH:14][c:15]([C:18]([CH3:19])([CH3:20])[CH3:21])[cH:16][cH:17]2)[CH2:22][C:23](=[O:24])[OH:25])[cH:6][n:7]1>>[NH2:1][c:2]1[cH:3][cH:4][c:5]([N:8]([S:9](=[O:10])(=[O:11])[c:12]2[cH:13][cH:14][c:15]([C:18]([CH3:19])([CH3:20])[CH3:21])[cH:16][cH:17]2)[CH2:22][C:23](=[O:24])[N:28]([CH2:26][CH3:27])[CH2:29][c:30]2[n:31][cH:32][cH:33][cH:34][cH:35]2)[cH:6][n:7]1. The reactants are BrC1=CC(=C2N=C(C(=NC2=C1)OC)OC)CBr (7-bromo-5-bromomethyl-2,3-dimethoxy-quinoxaline), [N+](=O)([O-])[O-].[K+] (potassium nitrate). Solvent: S(O)(O)(=O)=O (sulfuric acid). Reaction conditions: temperature 20 celsius, time 15 minute. Product: BrC1=CC(=C2N=C(C(=NC2=C1[N+](=O)[O-])OC)OC)CBr (7-Bromo-5-bromomethyl-2,3-dimethoxy-8-nitro-quinoxaline). As a reaction SMILES: [Br:1][C:2]1[CH:11]=[C:10]2[C:5]([N:6]=[C:7]([O:14][CH3:15])[C:8]([O:12][CH3:13])=[N:9]2)=[C:4]([CH2:16][Br:17])[CH:3]=1.[N+:18]([O-])([O-:20])=[O:19].[K+]>S(=O)(=O)(O)O>[Br:1][C:2]1[C:11]([N+:18]([O-:20])=[O:19])=[C:10]2[C:5]([N:6]=[C:7]([O:14][CH3:15])[C:8]([O:12][CH3:13])=[N:9]2)=[C:4]([CH2:16][Br:17])[CH:3]=1 |f:1.2|. Procedure: 20 ml of sulfuric acid are cooled to 0° C. and then 5 g (13.8 mmol) of 7-bromo-5-bromomethyl-2,3-dimethoxy-quinoxaline are added. After a further 15 minutes, 1.46 g (1.05 equiv.) of potassium nitrate are added and the mixture is stirred for 15 hours at 20° C. The mixture is poured onto ice, and the solid is filtered off and washed with water. The title compound is obtained in the form of a beige solid. Reactants: dialkyl succinate, C(CCCC(=O)[O-])(=O)[O-] (glutarate), C(CCC(=O)OC1CC(NC(C1)(C)C)(C)C)(=O)OC1CC(NC(C1)(C)C)(C)C (di-(2,2,6,6-tetramethyl-4-piperidinyl) succinate), OC1CC(NC(C1)(C)C)(C)C (4-hydroxy-2,2,6,6-tetramethylpiperidine), C(CCC(=O)OC1CC(N(C(C1)(C)C)C)(C)C)(=O)OC1CC(N(C(C1)(C)C)C)(C)C (di-(1,2,2,6,6-pentamethyl-4-piperidinyl) succinate). Product: C(CCC(=O)OC1CC(NC(C1)(C)C)(C)C)(=O)OC1CC(NC(C1)(C)C)(C)C (di-(2,2,6,6-tetramethyl-4-piperidinyl) succinate), C(CCCC(=O)OC1CC(NC(C1)(C)C)(C)C)(=O)OC1CC(NC(C1)(C)C)(C)C (di-(2,2,6,6-tetramethyl-4-piperidinyl) glutarate). Reaction SMILES: [C:1]([O:18][CH:19]1[CH2:24][C:23]([CH3:26])([CH3:25])[NH:22][C:21]([CH3:28])([CH3:27])[CH2:20]1)(=[O:17])[CH2:2][CH2:3][C:4]([O:6][CH:7]1[CH2:12][C:11]([CH3:14])([CH3:13])[NH:10][C:9]([CH3:16])([CH3:15])[CH2:8]1)=[O:5].OC1CC(C)(C)NC(C)(C)C1.C([O-])(=O)CCCC([O-])=O.[C:49]([O:67][CH:68]1[CH2:73][C:72]([CH3:75])([CH3:74])[N:71](C)[C:70]([CH3:78])([CH3:77])[CH2:69]1)(=[O:66])[CH2:50][CH2:51][C:52](OC1CC(C)(C)N(C)C(C)(C)C1)=O>>[C:1]([O:18][CH:19]1[CH2:24][C:23]([CH3:26])([CH3:25])[NH:22][C:21]([CH3:28])([CH3:27])[CH2:20]1)(=[O:17])[CH2:2][CH2:3][C:4]([O:6][CH:7]1[CH2:8][C:9]([CH3:16])([CH3:15])[NH:10][C:11]([CH3:14])([CH3:13])[CH2:12]1)=[O:5].[C:4]([O:6][CH:7]1[CH2:12][C:11]([CH3:14])([CH3:13])[NH:10][C:9]([CH3:16])([CH3:15])[CH2:8]1)(=[O:5])[CH2:52][CH2:51][CH2:50][C:49]([O:67][CH:68]1[CH2:69][C:70]([CH3:77])([CH3:78])[NH:71][C:72]([CH3:74])([CH3:75])[CH2:73]1)=[O:66]. Procedure details: The use of di-(2,2,6,6-tetramethyl-4-piperidinyl) succinate as a light stabilizer for synthetic rubber latices containing TiO2 is suggested in Japanese Patent A-84/53545. The compound is mentioned there, but is not described in detail. Both compounds can be prepared process of U.S. application No. 3,840,494 by transesterifying 4-hydroxy-2,2,6,6-tetramethylpiperidine with a dialkyl succinate or glutarate, respectively. The homologous di-(1,2,2,6,6-pentamethyl-4-piperidinyl) succinate is also ment...